This data is from the Open Reaction Database (ORD), a public repository of structured organic reaction records. The task is: describe an organic reaction: reactants, conditions, products, and yield The reactants are ClCCl, COC(=O)c1ccc(C(CC2CCCC2)C(=O)O)cc1, CN(C)C=O, CCN(C(C)C)C(C)C, O=C(Cl)C(=O)Cl, Nc1nccs1, C1CCOC1. Yields the product COC(=O)c1ccc(C(CC2CCCC2)C(=O)Nc2nccs2)cc1. RXN SMILES: [CH2:42]([Cl:43])[Cl:44].[CH3:1][O:2][C:3]([c:4]1[cH:5][cH:6][c:7]([CH:10]([CH2:11][CH:12]2[CH2:13][CH2:14][CH2:15][CH2:16]2)[C:17](=[O:18])[OH:19])[cH:8][cH:9]1)=[O:20].[CH3:50][N:51]([CH3:52])[CH:53]=[O:54].[CH:33]([N:34]([CH2:35][CH3:36])[CH:37]([CH3:38])[CH3:39])([CH3:40])[CH3:41].[Cl:21][C:22]([C:23]([Cl:24])=[O:25])=[O:26].[NH2:27][c:28]1[s:29][cH:30][cH:31][n:32]1.[O:45]1[CH2:46][CH2:47][CH2:48][CH2:49]1>>[CH3:1][O:2][C:3]([c:4]1[cH:5][cH:6][c:7]([CH:10]([CH2:11][CH:12]2[CH2:13][CH2:14][CH2:15][CH2:16]2)[C:17](=[O:19])[NH:27][c:28]2[s:29][cH:30][cH:31][n:32]2)[cH:8][cH:9]1)=[O:20].